The task is: describe an organic reaction: reactants, conditions, products, and yield. This data is from the Open Reaction Database (ORD), a public repository of structured organic reaction records. Starting materials: CN(C)C=O, ClCc1ccnc(Cl)c1, [H-], CC1(C)NC(=O)N(c2ccc(SC(F)(F)F)c(N)c2)C1=O, [Na+]. The product is CC1(C)C(=O)N(c2ccc(SC(F)(F)F)c(N)c2)C(=O)N1Cc1ccnc(Cl)c1. Reaction SMILES: [CH3:33][N:34]([CH3:35])[CH:36]=[O:37].[Cl:24][c:25]1[n:26][cH:27][cH:28][c:29]([CH2:31][Cl:32])[cH:30]1.[H-:22].[NH2:1][c:2]1[cH:3][c:4]([N:13]2[C:14](=[O:21])[NH:15][C:16]([CH3:19])([CH3:20])[C:17]2=[O:18])[cH:5][cH:6][c:7]1[S:8][C:9]([F:10])([F:11])[F:12].[Na+:23]>>[NH2:1][c:2]1[cH:3][c:4]([N:13]2[C:14](=[O:21])[N:15]([CH2:31][c:29]3[cH:28][cH:27][n:26][c:25]([Cl:24])[cH:30]3)[C:16]([CH3:19])([CH3:20])[C:17]2=[O:18])[cH:5][cH:6][c:7]1[S:8][C:9]([F:10])([F:11])[F:12]. Reaction SMILES: [CH2:18]([CH:19]1[CH2:20][CH2:21][CH2:22][O:23]1)[NH2:24].[Cl:1][c:2]1[c:3]2[n:11][c:10](-[c:12]3[cH:13][cH:14][cH:15][cH:16][cH:17]3)[cH:9][c:4]-2[nH:5][c:6]([CH3:8])[n:7]1.[K+:25].[K+:26].[O-:27][C:28]([O-:29])=[O:30].[OH2:31]>>[c:2]1([NH:24][CH2:18][CH:19]2[CH2:20][CH2:21][CH2:22][O:23]2)[c:3]2[n:11][c:10](-[c:12]3[cH:13][cH:14][cH:15][cH:16][cH:17]3)[cH:9][c:4]-2[nH:5][c:6]([CH3:8])[n:7]1. Yields the product Cc1nc(NCC2CCCO2)c2nc(-c3ccccc3)cc-2[nH]1. The reactants are NCC1CCCO1, Cc1nc(Cl)c2nc(-c3ccccc3)cc-2[nH]1, [K+], [K+], O=C([O-])[O-], O. Reactants: Cl.ClC=1C=C(C=CC1F)CCOCC(=N)N (2-[2-(3-chloro-4-fluoro-phenyl)-ethoxy]-acetamidine hydrochloride), CN(C)C(=[N+](C)C)ON1C2=C(C=CC=C2)N=N1.[B-](F)(F)(F)F (TBTU), CCN(C(C)C)C(C)C (DIPEA), ClC1=C(C(=O)O)C=C(C=N1)CC (2-chloro-5-ethyl-nicotinic acid). Yields the product ClC1=C(C(=O)NC(COCCC2=CC(=C(C=C2)F)Cl)=N)C=C(C=N1)CC (2-chloro-N-{2-[2-(3-chloro-4-fluoro-phenyl)-ethoxy]-1-imino-ethyl}-5-ethyl-nicotinamide). As a reaction SMILES: [Cl:1][C:2]1[N:10]=[CH:9][C:8]([CH2:11][CH3:12])=[CH:7][C:3]=1[C:4]([OH:6])=O.Cl.[Cl:14][C:15]1[CH:16]=[C:17]([CH2:22][CH2:23][O:24][CH2:25][C:26]([NH2:28])=[NH:27])[CH:18]=[CH:19][C:20]=1[F:21].CN(C(ON1N=NC2C=CC=CC1=2)=[N+](C)C)C.[B-](F)(F)(F)F.CCN(C(C)C)C(C)C>>[Cl:1][C:2]1[N:10]=[CH:9][C:8]([CH2:11][CH3:12])=[CH:7][C:3]=1[C:4]([NH:28][C:26](=[NH:27])[CH2:25][O:24][CH2:23][CH2:22][C:17]1[CH:18]=[CH:19][C:20]([F:21])=[C:15]([Cl:14])[CH:16]=1)=[O:6] |f:1.2,3.4|. Reported procedure: In analogy to the procedure described in example 78.3, 2-chloro-5-ethyl-nicotinic acid (example 124.1) was reacted with 2-[2-(3-chloro-4-fluoro-phenyl)-ethoxy]-acetamidine hydrochloride (example 82.2) in the presence of TBTU and DIPEA to give 2-chloro-N-{2-[2-(3-chloro-4-fluoro-phenyl)-ethoxy]-1-imino-ethyl}-5-ethyl-nicotinamide as yellow oil. MS: m/e=398.1 [M+H+]. Reported procedure: The procedure described in Example 180 was repeated, except that (S)-2-(4-bromobenzenesulfonylamino)-4-methylthiobutanoic acid (2.99 g) and ethyl 3-aminobenzoate (1.34 g) were condensed in dichloromethane (100 ml) in the presence of N,N'-dicyclohexylcarbodiimide (2.01 g). The reaction mixture was filtered, and the filtrate was concentrated. The resulting crude product was recrystallized from ethanol to obtain (S)-2-(4-bromobenzenesulfonylamino)-N-(3-ethoxycarbonylphenyl)-4-methylthiobutanamide (... Yields the product BrC1=CC=C(C=C1)S(=O)(=O)N[C@H](C(=S)NC1=CC(=CC=C1)C(=O)OCC)CCC ((S)-2-(4-bromobenzenesulfonylamino)-N-(3-ethoxycarbonylphenyl)-4-methylthiobutanamide). The reactants are BrC1=CC=C(C=C1)S(=O)(=O)N[C@H](C(=S)O)CCC ((S)-2-(4-bromobenzenesulfonylamino)-4-methylthiobutanoic acid), C1(CCCCC1)N=C=NC1CCCCC1 (N,N'-dicyclohexylcarbodiimide), NC=1C=C(C(=O)OCC)C=CC1 (ethyl 3-aminobenzoate). Isolated yield 49.8%. Reaction SMILES: [Br:1][C:2]1[CH:7]=[CH:6][C:5]([S:8]([NH:11][C@@H:12]([CH2:16][CH2:17][CH3:18])[C:13](O)=[S:14])(=[O:10])=[O:9])=[CH:4][CH:3]=1.[NH2:19][C:20]1[CH:21]=[C:22]([CH:28]=[CH:29][CH:30]=1)[C:23]([O:25][CH2:26][CH3:27])=[O:24].C1(N=C=NC2CCCCC2)CCCCC1>ClCCl>[Br:1][C:2]1[CH:7]=[CH:6][C:5]([S:8]([NH:11][C@@H:12]([CH2:16][CH2:17][CH3:18])[C:13]([NH:19][C:20]2[CH:30]=[CH:29][CH:28]=[C:22]([C:23]([O:25][CH2:26][CH3:27])=[O:24])[CH:21]=2)=[S:14])(=[O:10])=[O:9])=[CH:4][CH:3]=1. Solvent: ClCCl (dichloromethane).